Dataset: the Open Reaction Database (ORD), a public repository of structured organic reaction records. Task: describe an organic reaction: reactants, conditions, products, and yield Starting materials: ClCCl, COC(=O)c1ccc(-c2ccccc2)cc1NC(=O)c1cc(OCCN2CCNCC2)ccc1OCc1ccccc1, CC(=O)OC(C)=O, c1ccncc1. The product is COC(=O)c1ccc(-c2ccccc2)cc1NC(=O)c1cc(OCCN2CCN(C(C)=O)CC2)ccc1OCc1ccccc1. Reaction SMILES: [CH2:50]([Cl:51])[Cl:52].[CH2:8]([c:9]1[cH:10][cH:11][cH:12][cH:13][cH:14]1)[O:15][c:16]1[c:17]([C:18](=[O:19])[NH:20][c:21]2[c:22]([C:23](=[O:24])[O:25][CH3:26])[cH:27][cH:28][c:29](-[c:31]3[cH:32][cH:33][cH:34][cH:35][cH:36]3)[cH:30]2)[cH:37][c:38]([O:41][CH2:42][CH2:43][N:44]2[CH2:45][CH2:46][NH:47][CH2:48][CH2:49]2)[cH:39][cH:40]1.[CH3:1][C:2](=[O:3])[O:4][C:5](=[O:6])[CH3:7].[cH:53]1[cH:54][cH:55][n:56][cH:57][cH:58]1>>[CH3:1][C:2](=[O:3])[N:47]1[CH2:46][CH2:45][N:44]([CH2:43][CH2:42][O:41][c:38]2[cH:37][c:17]([C:18](=[O:19])[NH:20][c:21]3[c:22]([C:23](=[O:24])[O:25][CH3:26])[cH:27][cH:28][c:29](-[c:31]4[cH:32][cH:33][cH:34][cH:35][cH:36]4)[cH:30]3)[c:16]([O:15][CH2:8][c:9]3[cH:10][cH:11][cH:12][cH:13][cH:14]3)[cH:40][cH:39]2)[CH2:49][CH2:48]1.